The task is: describe an organic reaction: reactants, conditions, products, and yield. This data is from the Open Reaction Database (ORD), a public repository of structured organic reaction records. The reactants are COC=1C=C(CC2NCCC3=C(C(=C(C=C23)OC)OC)OC)C=CC1OC (1-(3,4-Dimethoxy-benzyl)-5,6,7-trimethoxy-1,2,3,4-tetrahydroisoquinoline), BrCC(=O)Br (2-bromoacetyl bromide), COC1=C(CN)C=CC=C1 (2-methoxy-benzyl-amine). The product is COC=1C=C(CC2N(CCC3=C(C(=C(C=C23)OC)OC)OC)CC(=O)NCC2=C(C=CC=C2)OC)C=CC1OC (2-[1-(3,4-Dimethoxy-benzyl)-5,6,7-trimethoxy-3,4-dihydro-1H-isoquinolin-2-yl]-N-(2-methoxy-benzyl)-acetamide). Reaction SMILES: [CH3:1][O:2][C:3]1[CH:4]=[C:5]([CH:23]=[CH:24][C:25]=1[O:26][CH3:27])[CH2:6][CH:7]1[C:16]2[C:11](=[C:12]([O:21][CH3:22])[C:13]([O:19][CH3:20])=[C:14]([O:17][CH3:18])[CH:15]=2)[CH2:10][CH2:9][NH:8]1.Br[CH2:29][C:30](Br)=[O:31].[CH3:33][O:34][C:35]1[CH:42]=[CH:41][CH:40]=[CH:39][C:36]=1[CH2:37][NH2:38]>>[CH3:1][O:2][C:3]1[CH:4]=[C:5]([CH:23]=[CH:24][C:25]=1[O:26][CH3:27])[CH2:6][CH:7]1[C:16]2[C:11](=[C:12]([O:21][CH3:22])[C:13]([O:19][CH3:20])=[C:14]([O:17][CH3:18])[CH:15]=2)[CH2:10][CH2:9][N:8]1[CH2:29][C:30]([NH:38][CH2:37][C:36]1[CH:39]=[CH:40][CH:41]=[CH:42][C:35]=1[O:34][CH3:33])=[O:31]. Procedure details: prepared by reaction of 1-(3,4-Dimethoxy-benzyl)-5,6,7-trimethoxy-1,2,3,4-tetrahydroisoquinoline and 2-bromoacetyl bromide with 2-methoxy-benzyl-amine The reactants are [BH4-], CC(C)(C)CC(C=O)=Cc1ccc(Cl)cc1, [Na+], [Na+], [OH-], O. Product: CC(C)(C)CC(=Cc1ccc(Cl)cc1)CO. Reaction SMILES: [BH4-:1].[CH3:3][C:4]([CH2:5][C:6]([CH:7]=[O:8])=[CH:9][c:10]1[cH:11][cH:12][c:13]([Cl:16])[cH:14][cH:15]1)([CH3:17])[CH3:18].[Na+:21].[Na+:2].[OH-:20].[OH2:19]>>[CH3:3][C:4]([CH2:5][C:6]([CH2:7][OH:8])=[CH:9][c:10]1[cH:11][cH:12][c:13]([Cl:16])[cH:14][cH:15]1)([CH3:17])[CH3:18]. The reactants are COC(=O)C(NC(=O)c1ccc(N2CC(F)(F)C2)c(OCC2CC2)n1)C(C)(C)C, [Li+], [OH-]. Yields the product CC(C)(C)C(NC(=O)c1ccc(N2CC(F)(F)C2)c(OCC2CC2)n1)C(=O)O. As a reaction SMILES: [CH:1]1([CH2:4][O:5][c:6]2[c:7]([N:24]3[CH2:25][C:26]([F:28])([F:29])[CH2:27]3)[cH:8][cH:9][c:10]([C:12](=[O:13])[NH:14][CH:15]([C:16](=[O:17])[O:18][CH3:19])[C:20]([CH3:21])([CH3:22])[CH3:23])[n:11]2)[CH2:2][CH2:3]1.[Li+:30].[OH-:31]>>[CH:1]1([CH2:4][O:5][c:6]2[c:7]([N:24]3[CH2:25][C:26]([F:28])([F:29])[CH2:27]3)[cH:8][cH:9][c:10]([C:12](=[O:13])[NH:14][CH:15]([C:16](=[O:17])[OH:18])[C:20]([CH3:21])([CH3:22])[CH3:23])[n:11]2)[CH2:2][CH2:3]1.